From a dataset of the Open Reaction Database (ORD), a public repository of structured organic reaction records. describe an organic reaction: reactants, conditions, products, and yield Starting materials: ClC1=CC=C(C=C1)C=1N=C(OC1CCCOC1=C(C=CC=C1)CCC(=O)OC)N1C(=NC=C1)C (methyl 3-[2-[3-[4-(4-chlorophenyl)-2-(2-methyl-1-imidazolyl)-5-oxazolyl]propoxy]phenyl]propionate), O1CCCC1 (tetrahydrofuran), Cl (hydrochloric acid), aqueous solution, [OH-].[Na+] (sodium hydroxide). Solvent: C(C)O (ethanol), O (water). Conditions: time 3 hour. Yields the product ClC1=CC=C(C=C1)C=1N=C(OC1CCCOC1=C(C=CC=C1)CCC(=O)O)N1C(=NC=C1)C (3-[2-[3-[4-(4-chlorophenyl)-2-(2-methyl-1-imidazolyl)-5-oxazolyl]propoxy]phenyl]propionic acid). RXN SMILES: [Cl:1][C:2]1[CH:7]=[CH:6][C:5]([C:8]2[N:9]=[C:10]([N:29]3[CH:33]=[CH:32][N:31]=[C:30]3[CH3:34])[O:11][C:12]=2[CH2:13][CH2:14][CH2:15][O:16][C:17]2[CH:22]=[CH:21][CH:20]=[CH:19][C:18]=2[CH2:23][CH2:24][C:25]([O:27]C)=[O:26])=[CH:4][CH:3]=1.O1CCCC1.[OH-].[Na+].Cl>O.C(O)C>[Cl:1][C:2]1[CH:7]=[CH:6][C:5]([C:8]2[N:9]=[C:10]([N:29]3[CH:33]=[CH:32][N:31]=[C:30]3[CH3:34])[O:11][C:12]=2[CH2:13][CH2:14][CH2:15][O:16][C:17]2[CH:22]=[CH:21][CH:20]=[CH:19][C:18]=2[CH2:23][CH2:24][C:25]([OH:27])=[O:26])=[CH:4][CH:3]=1 |f:2.3|. Procedure: To a mixture of methyl 3-[2-[3-[4-(4-chlorophenyl)-2-(2-methyl-1-imidazolyl)-5-oxazolyl]propoxy]phenyl]propionate (400 mg), tetrahydrofuran (5 ml) and ethanol (5 ml) was added 5 ml of a 1 N aqueous solution of sodium hydroxide, and the resulting mixture was stirred at room temperature for 3 hours. There action mixture was poured into water (100 ml), and the mixture was neutralized with 1 N hydrochloric acid. The resulting solid precipitate was filtered, washed with water and air-dried to give cr... Starting materials: Cl (hydrochloric acid), C(C)OC(=O)[C@H]1CN(CCC1)CCOC1=CC=CC=C1 ((R)-1-(2-phenoxyethyl)-3-piperidine- carboxylic acid ethyl ester), CC(=O)C (acetone), [OH-].[Na+] (sodium hydroxide). Run in O (water), C(C)O (ethanol). Reaction conditions: time 8 hour. Yields the product Cl.O(C1=CC=CC=C1)CCN1C[C@@H](CCC1)C(=O)O ((R)-1-(2-Phenoxyethyl)-3-piperidinecarboxylic acid hydrochloride). RXN SMILES: C([O:3][C:4]([C@@H:6]1[CH2:11][CH2:10][CH2:9][N:8]([CH2:12][CH2:13][O:14][C:15]2[CH:20]=[CH:19][CH:18]=[CH:17][CH:16]=2)[CH2:7]1)=[O:5])C.[OH-].[Na+].CC(C)=O.[ClH:27]>C(O)C.O>[ClH:27].[O:14]([CH2:13][CH2:12][N:8]1[CH2:9][CH2:10][CH2:11][C@@H:6]([C:4]([OH:5])=[O:3])[CH2:7]1)[C:15]1[CH:16]=[CH:17][CH:18]=[CH:19][CH:20]=1 |f:1.2,7.8|. Procedure details: The above ester (3.5 g, 13 mmol) was dissolved in ethanol (35 ml) and 4N sodium hydroxide (3.2 ml) was added. The mixture was stirred at ambient temperature overnight. The reaction mixture was diluted with water and 4M hydrochloric acid (6.3 ml) was added. The mixture was concentrated in vacuo and dichloromethane (50 ml) and acetone were added to the residue. The mixture was concentrated in vacuo to give a solid residue which was heated at reflux with acetone (500 ml). The mixture was filtered w... Reaction SMILES: CS(O[CH2:6][C@H:7]1[O:12][CH2:11][CH2:10][N:9]([C:13]([O:15][C:16]([CH3:19])([CH3:18])[CH3:17])=[O:14])[CH2:8]1)(=O)=O.[N+:20]([C:23]1[CH:24]=[N:25][NH:26][CH:27]=1)([O-:22])=[O:21].C(=O)([O-])[O-].[Cs+].[Cs+]>C(#N)C>[N+:20]([C:23]1[CH:24]=[N:25][N:26]([CH2:6][C@H:7]2[O:12][CH2:11][CH2:10][N:9]([C:13]([O:15][C:16]([CH3:17])([CH3:18])[CH3:19])=[O:14])[CH2:8]2)[CH:27]=1)([O-:22])=[O:21] |f:2.3.4|. Reactants: CS(=O)(=O)OC[C@@H]1CN(CCO1)C(=O)OC(C)(C)C ((S)-tert-butyl 2-((methylsulfonyloxy)methyl)morpholine-4-carboxylate), [N+](=O)([O-])C=1C=NNC1 (4-nitro-1H-pyrazole), C([O-])([O-])=O.[Cs+].[Cs+] (cesium carbonate). Isolated yield 107.7%. Reaction conditions: temperature 55 celsius, time 8 hour. Procedure details: To a solution of (S)-tert-butyl 2-((methylsulfonyloxy)methyl)morpholine-4-carboxylate (2.8 g, 9.5 mmol) and 4-nitro-1H-pyrazole (715 mg, 6.3 mmol) in acetonitrile (100 mL) was added cesium carbonate (6.2 g, 19.0 mmol). The reaction mixture was stirred at 55° C. overnight and then concentrated. The residue was dissolved in ethyl acetate (100 mL), washed with water (50 mL), dried over sodium sulfate, filtered and concentrated. The crude sample was purified by silica gel chromatography, eluting wit... The product is [N+](=O)([O-])C=1C=NN(C1)C[C@@H]1CN(CCO1)C(=O)OC(C)(C)C ((S)-tert-butyl 2-((4-nitro-1H-pyrazol-1-yl)methyl)morpholine-4-carboxylate). The solvent is C(C)#N (acetonitrile). Starting materials: BrC=1C=C2C(=C(N(C(C2=CC1)=O)CC1=CC=C(C=C1)S(=O)C)C(CC)=O)C1=CC=CC=C1 (6-bromo-2-(4-methanesulfinylbenzyl)-4-phenyl-3-propionyl-2H-isoquinolin-1-one), BrCOC(C)=O (acetic acid bromomethyl ester). Product: BrC=1C=C2C(=C(N(C(C2=CC1)=O)CC1=CC=C(C=C1)SCOC(C)=O)C(CC)=O)C1=CC=CC=C1 (acetic acid 4-(6-bromo-1-oxo-4-phenyl-3-propionyl-1H-isoquinolin-2-ylmethyl)phenylsulfanylmethyl ester). Yield: 69.0%. RXN SMILES: [Br:1][C:2]1[CH:3]=[C:4]2[C:9](=[CH:10][CH:11]=1)[C:8](=[O:12])[N:7]([CH2:13][C:14]1[CH:19]=[CH:18][C:17]([S:20]([CH3:22])=O)=[CH:16][CH:15]=1)[C:6]([C:23](=[O:26])[CH2:24][CH3:25])=[C:5]2[C:27]1[CH:32]=[CH:31][CH:30]=[CH:29][CH:28]=1.BrC[O:35][C:36](=[O:38])[CH3:37]>>[Br:1][C:2]1[CH:3]=[C:4]2[C:9](=[CH:10][CH:11]=1)[C:8](=[O:12])[N:7]([CH2:13][C:14]1[CH:19]=[CH:18][C:17]([S:20][CH2:22][O:38][C:36](=[O:35])[CH3:37])=[CH:16][CH:15]=1)[C:6]([C:23](=[O:26])[CH2:24][CH3:25])=[C:5]2[C:27]1[CH:32]=[CH:31][CH:30]=[CH:29][CH:28]=1. Procedure details: In the same manner as in Example 552, the title compound (190 mg, 69%) was obtained from 6-bromo-2-(4-methanesulfinylbenzyl)-4-phenyl-3-propionyl-2H-isoquinolin-1-one and acetic acid bromomethyl ester.